Task: describe an organic reaction: reactants, conditions, products, and yield. Dataset: the Open Reaction Database (ORD), a public repository of structured organic reaction records Procedure details: 5-Amino-1,2-dihydropyrazol-3-one (0.15 g, 1.5 mmol), 3-bromo-4-fluorobenzaldehyde (0.3 g, 1.5 mmol), and 1,3-cyclohexanedione (0.17 g, 1.5 mmol) were processed as described in Example 2 to provide 0.14 g of the title compound. 1H NMR (300 MHz, DMSO-d6) δ 1.85 (m, 2H), 2.18 (m, 2H), 2.55 (m, 2H), 4.94 (s,1H), 7.12 (m, 1H), 718 (t, 1H), 7.4 (dd, 1H), 9.75 (s, 1H), 10.35 (bs, 1H), 11.33 (bs, 1H); MS (ESI−) m/z 376 (M−H)−; Anal. Calcd for C16H13N3BrFO2: C, 50.79; H, 3.44; N, 11.11. Found: C, 50.45; ... Reactants: NC1=CC(NN1)=O (5-Amino-1,2-dihydropyrazol-3-one), BrC=1C=C(C=O)C=CC1F (3-bromo-4-fluorobenzaldehyde), C1(CC(CCC1)=O)=O (1,3-cyclohexanedione). RXN SMILES: [NH2:1][C:2]1[NH:6][NH:5][C:4](=[O:7])[CH:3]=1.[Br:8][C:9]1[CH:10]=[C:11]([CH:14]=[CH:15][C:16]=1[F:17])[CH:12]=O.[C:18]1(=O)[CH2:23][CH2:22][CH2:21][C:20](=[O:24])[CH2:19]1>>[Br:8][C:9]1[CH:10]=[C:11]([CH:12]2[C:19]3[C:20](=[O:24])[CH2:21][CH2:22][CH2:23][C:18]=3[NH:1][C:2]3[NH:6][NH:5][C:4](=[O:7])[C:3]2=3)[CH:14]=[CH:15][C:16]=1[F:17]. Yield: 24.7%. Yields the product BrC=1C=C(C=CC1F)C1C2=C(NC=3CCCC(C13)=O)NNC2=O (4-(3-bromo-4-fluorophenyl)-4,7,8,9-tetrahydro-1H-pyrazolo[3,4-b]quinoline-3,5(2H,6H)-dione). Product: OC1=CC=C(C=C1)NC1=NC(=NC=C1)NC1=CC(=C(C(=C1)OC)OC)OC (N4-(4-Hydroxyphenyl)-N2-(3,4,5-trimethoxyphenyl)-2,4-pyrimidinediamine). Procedure details: In a manner analogous to the preparation of the compound of Example 49 from the compound of Example 104 (3.0 g, 6.55 mmol), ammonium formate (1.20 g, 19.60 mmol) and 10% palladium on carbon (300 mg) to give the title compound (2.40 g) as a white solid m.p. 112-115°. δH (CDCl3) 7/96)1 H. d, J 5.9 Hz), 7.16 (2H, d, J 8.7 Hz), 7.06 (1H, s), 6.83 (1H, s), 6.80 (3H, m), 6.68 (1H, s), 6.01 (1H, d, J 5.9 Hz), 3.79 (3H, s) and 3.78 (6H, s). MS m/z 369 (M+H)+. As a reaction SMILES: OC1C=CC(C2C=CN=C(NC3C=C(OC)C(OC)=C(OC)C=3)N=2)=CC=1.C([O:34][C:35]1[CH:40]=[CH:39][C:38]([NH:41][C:42]2[CH:47]=[CH:46][N:45]=[C:44]([NH:48][C:49]3[CH:54]=[C:53]([O:55][CH3:56])[C:52]([O:57][CH3:58])=[C:51]([O:59][CH3:60])[CH:50]=3)[N:43]=2)=[CH:37][CH:36]=1)C1C=CC=CC=1.C([O-])=O.[NH4+]>[Pd]>[OH:34][C:35]1[CH:40]=[CH:39][C:38]([NH:41][C:42]2[CH:47]=[CH:46][N:45]=[C:44]([NH:48][C:49]3[CH:54]=[C:53]([O:55][CH3:56])[C:52]([O:57][CH3:58])=[C:51]([O:59][CH3:60])[CH:50]=3)[N:43]=2)=[CH:37][CH:36]=1 |f:2.3|. The reactants are OC1=CC=C(C=C1)C1=NC(=NC=C1)NC1=CC(=C(C(=C1)OC)OC)OC (4-(4-Hydroxyphenyl)-N-(3,4,5-trimethoxyphenyl)-2-pyrimidineamine), C(C1=CC=CC=C1)OC1=CC=C(C=C1)NC1=NC(=NC=C1)NC1=CC(=C(C(=C1)OC)OC)OC (N4-(4-Benzyloxyphenyl)-N2-(3,4,5-trimethoxyphenyl)-2,4-pyrimidinediamine), C(=O)[O-].[NH4+] (ammonium formate). Yield: 99.5%. The reagents and catalysts are [Pd] (palladium on carbon). Starting materials: C(C)OC(C(C(=O)OCC)CCC(CCBr)C)=O ((5-bromo-3-methylpentyl)-malonic acid diethyl ester), C1=CC=CC=C1 (benzene), Br (HBr), Br (HBr). The solvent is O (water). Product: BrCCC(CCCC(=O)O)C (7-Bromo-5-methyl-heptanoic acid). RXN SMILES: C([O:3][C:4](=[O:18])[CH:5]([CH2:11][CH2:12][CH:13]([CH3:17])[CH2:14][CH2:15][Br:16])C(OCC)=O)C.Br.C1C=CC=CC=1>O>[Br:16][CH2:15][CH2:14][CH:13]([CH3:17])[CH2:12][CH2:11][CH2:5][C:4]([OH:18])=[O:3]. Procedure: 30 g of (5-bromo-3-methylpentyl)-malonic acid diethyl ester were heated to the boil, while stirring, with 15 ml of 48% HBr and 15 ml of HBr/glacial acetic acid, whereby the low-boiling products were distilled off. After 7 hours the cooled reaction solution was distributed between benzene and water and the organic phase was evaporated with MgSO4 after drying and distilled off. Starting materials: COc1cc(C=CC(=O)O)ccc1-n1cnc(C)c1, CCOC(C)=O, CC(=O)C(C)Cl, CN(C)C=O, O. Yields the product COc1cc(C=CC(=O)OC(C)C(C)=O)ccc1-n1cnc(C)c1. As a reaction SMILES: [CH3:1][O:2][c:3]1[cH:4][c:5]([CH:15]=[CH:16][C:17](=[O:18])[OH:19])[cH:6][cH:7][c:8]1-[n:9]1[cH:10][n:11][c:12]([CH3:14])[cH:13]1.[CH3:26][CH2:27][O:28][C:29](=[O:30])[CH3:31].[Cl:20][CH:21]([C:22]([CH3:23])=[O:24])[CH3:25].[O:33]=[CH:34][N:35]([CH3:36])[CH3:37].[OH2:32]>>[CH3:1][O:2][c:3]1[cH:4][c:5]([CH:15]=[CH:16][C:17](=[O:18])[O:19][CH:21]([C:22]([CH3:23])=[O:24])[CH3:25])[cH:6][cH:7][c:8]1-[n:9]1[cH:10][n:11][c:12]([CH3:14])[cH:13]1. Starting materials: P(=O)(OC(C(C(C(C(C(C(CCC(F)(F)F)(F)F)(F)F)(F)F)(F)F)(F)F)(F)F)(F)F)(OCC(CCl)O)[O-].[Na+] (sodium heptadecafluorodecyl 2-hydroxy-3-chloropropyl phosphate), C(C)O.[OH-].[Na+] (sodium hydroxide ethanol). The solvent is C(C)O (ethanol). Conditions: temperature 70 celsius, time 4 hour. Yields the product P(=O)(OC(C(C(C(C(C(C(CCC(F)(F)F)(F)F)(F)F)(F)F)(F)F)(F)F)(F)F)(F)F)(OCC1CO1)[O-].[Na+] (sodium heptadecafluorodecyl glycidyl phosphate). Isolated yield 100.2%. As a reaction SMILES: [P:1]([O-:37])([O:31][CH2:32][CH:33]([OH:36])[CH2:34]Cl)([O:3][C:4]([F:30])([F:29])[C:5]([F:28])([F:27])[C:6]([F:26])([F:25])[C:7]([F:24])([F:23])[C:8]([F:22])([F:21])[C:9]([F:20])([F:19])[C:10]([F:18])([F:17])[CH2:11][CH2:12][C:13]([F:16])([F:15])[F:14])=[O:2].[Na+:38].C(O)C.[OH-].[Na+]>C(O)C>[P:1]([O-:37])([O:31][CH2:32][CH:33]1[O:36][CH2:34]1)([O:3][C:4]([F:30])([F:29])[C:5]([F:28])([F:27])[C:6]([F:26])([F:25])[C:7]([F:24])([F:23])[C:8]([F:22])([F:21])[C:9]([F:20])([F:19])[C:10]([F:18])([F:17])[CH2:11][CH2:12][C:13]([F:16])([F:15])[F:14])=[O:2].[Na+:38] |f:0.1,2.3.4,6.7|. Procedure: 20 g (0.030 mol) of sodium heptadecafluorodecyl 2-hydroxy-3-chloropropyl phosphate was charged into a reactor, to which 500 ml of ethanol was added, followed by agitation and heating to 70° C. to obtain a uniform mixture. Thereafter, the reaction system was cooled down to 30° C., to which was gradually added 16.9 g (0.030 mol) of a 0.0018 mol/g sodium hydroxide ethanol solution, followed by agitation for 4 hours while keeping the temperature. The HPLC analysis revealed the disappearance of a pea... The reactants are [Mn](=O)(=O)(=O)[O-].[K+] (potassium permanganate), C(=O)C=1C=CC2=C(C(=CS2)CCNC(=O)C2CCCCC2)C1 (N-[2-(5-Formyl-1-benzothiophen-3-yl)ethyl]cyclohexanecarboxamide). The solvent is CC(=O)C.O (acetone water), CC(=O)C (acetone). Run at time 2 hour. The product is C1(CCCCC1)C(=O)NCCC1=CSC2=C1C=C(C=C2)C(=O)O (3-{2-[(Cyclohexylcarbonyl)amino]ethyl}-1-benzothiophene-5-carboxylic acid). As a reaction SMILES: [Mn]([O-])(=O)(=O)=[O:2].[K+].[CH:7]([C:9]1[CH:10]=[CH:11][C:12]2[S:16][CH:15]=[C:14]([CH2:17][CH2:18][NH:19][C:20]([CH:22]3[CH2:27][CH2:26][CH2:25][CH2:24][CH2:23]3)=[O:21])[C:13]=2[CH:28]=1)=[O:8]>CC(C)=O.O.CC(C)=O>[CH:22]1([C:20]([NH:19][CH2:18][CH2:17][C:14]2[C:13]3[CH:28]=[C:9]([C:7]([OH:2])=[O:8])[CH:10]=[CH:11][C:12]=3[S:16][CH:15]=2)=[O:21])[CH2:27][CH2:26][CH2:25][CH2:24][CH2:23]1 |f:0.1,3.4|. Procedure: 2.7 g of potassium permanganate in 50 ml of an acetone/water mixture (50/50) are added at room temperature to a solution of 6.88 mmol of the product obtained in Step E in 30 ml of acetone. The solution is stirred for 2 hours at room temperature and then filtered. The filtrate is concentrated under reduced pressure and chromatographed over silica gel to yield the title product.